Dataset: the Open Reaction Database (ORD), a public repository of structured organic reaction records. Task: describe an organic reaction: reactants, conditions, products, and yield Reactants: C(CCCCCCCCCCCC)O (1-tridecanol), C(CCCCCCCCCCCCCCC)O (1-hexadecanol), C(CCCCCCCCCCCCC)O (1-tetradecanol), C(CCCCCCCCCCCCCC)O (1-pentadecanol). The product is C(CCCCCCCCCCC)O (1-dodecanol). As a reaction SMILES: [CH2:1]([OH:14])[CH2:2][CH2:3][CH2:4][CH2:5][CH2:6][CH2:7][CH2:8][CH2:9][CH2:10][CH2:11][CH2:12]C.C(O)CCCCCCCCCCCCC.C(O)CCCCCCCCCCCCCC.C(O)CCCCCCCCCCCCCCC>>[CH2:1]([OH:14])[CH2:2][CH2:3][CH2:4][CH2:5][CH2:6][CH2:7][CH2:8][CH2:9][CH2:10][CH2:11][CH3:12]. Reported procedure: 1-tridecanol; 1-tetradecanol; 1-pentadecanol; 1-hexadecanol; Reactants: C(C)(C)(C)OC(=O)C1=C(C=CC=C1)C1=CC=C(C=C1)CN1C(=NC(=C1C#N)C(CC)=O)CCCC (1-[(2'-t-butoxycarbonylbiphenyl-4-yl)methyl]-2-butyl-4-propionylimidazole-5-carbonitrile), [BH4-].[Na+] (sodium borohydride). Solvent: C(C)O (ethanol). Yields the product C(C)(C)(C)OC(=O)C1=C(C=CC=C1)C1=CC=C(C=C1)CN1C(=NC(=C1C#N)C(CC)O)CCCC (1-[(2'-t-Butoxycarbonylbiphenyl-4-yl)methyl]2-butyl-4-(1-hydroxypropyl)imidazole-5-carbonitrile). The yield is 81.5%. RXN SMILES: [C:1]([O:5][C:6]([C:8]1[CH:13]=[CH:12][CH:11]=[CH:10][C:9]=1[C:14]1[CH:19]=[CH:18][C:17]([CH2:20][N:21]2[C:25]([C:26]#[N:27])=[C:24]([C:28](=[O:31])[CH2:29][CH3:30])[N:23]=[C:22]2[CH2:32][CH2:33][CH2:34][CH3:35])=[CH:16][CH:15]=1)=[O:7])([CH3:4])([CH3:3])[CH3:2].[BH4-].[Na+]>C(O)C>[C:1]([O:5][C:6]([C:8]1[CH:13]=[CH:12][CH:11]=[CH:10][C:9]=1[C:14]1[CH:19]=[CH:18][C:17]([CH2:20][N:21]2[C:25]([C:26]#[N:27])=[C:24]([CH:28]([OH:31])[CH2:29][CH3:30])[N:23]=[C:22]2[CH2:32][CH2:33][CH2:34][CH3:35])=[CH:16][CH:15]=1)=[O:7])([CH3:4])([CH3:3])[CH3:2] |f:1.2|. Procedure: Following a procedure similar to that described in Example 45(b), but using 451 mg of 1-[(2'-t-butoxycarbonylbiphenyl-4-yl)methyl]-2-butyl-4-propionylimidazole-5-carbonitrile [prepared as described in step (a) above] and 36 mg of sodium borohydride in 10 ml of ethanol, 369 mg of the title compound were obtained as a viscous oil. The reactants are COC([C@@](N)(C(C)C)N=C=O)=O (α-isocyanato-valine methyl ester), OCC=1SC=C(N1)C(C)C (2-(hydroxymethyl)-4-isopropylthiazole). The solvent is C(Cl)(Cl)Cl (chloroform). Yields the product COC([C@@H](NC(=O)OCC=1SC=C(N1)C(C)C)C(C)C)=O (N-((4-Isopropyl-2-thiazolyl)methoxycarbonyl)valine Methyl Ester). The yield is 52.3%. RXN SMILES: [CH3:1][O:2][C:3](=[O:12])[C@:4]([N:9]=[C:10]=[O:11])([CH:6]([CH3:8])[CH3:7])N.[OH:13][CH2:14][C:15]1[S:16][CH:17]=[C:18]([CH:20]([CH3:22])[CH3:21])[N:19]=1>C(Cl)(Cl)Cl>[CH3:1][O:2][C:3](=[O:12])[C@H:4]([CH:6]([CH3:8])[CH3:7])[NH:9][C:10]([O:13][CH2:14][C:15]1[S:16][CH:17]=[C:18]([CH:20]([CH3:22])[CH3:21])[N:19]=1)=[O:11]. Procedure details: A solution of 1.4 mmol of α-isocyanato-valine methyl ester and 0.22 g (1.4 mmol) of 2-(hydroxymethyl)-4-isopropylthiazole in 10 ml of chloroform was heated at reflux for 3 h. After being allowed to cool, the solvent was removed in vacuo, and the residue was purified by silica gel chromatography using 2% methanol in chloroform to provide 0.23 g (52%) of the desired compound (Rf 0.54, 5% methanol in dichloromethane). NMR 1H NMR (DMSO-d6) δ0.87 (d, J=7 Hz, 3H), 0.88 (d, J=7 Hz, 3H), 1.23 (d, J=7 Hz... Reaction SMILES: [CH3:1][c:2]1[cH:3][n:4]([CH:5]2[CH2:6][CH:7]([N:8]=[N+:9]=[N-:10])[CH:11]([CH2:12][OH:13])[O:14]2)[c:15](=[O:16])[nH:17][c:18]1=[O:19].[ClH:22].[NH2:23][C:24](=[NH:25])[NH2:26].[Na+:21].[OH-:20].[OH2:27]>>[CH3:1][c:2]1[cH:3][n:4]([CH:5]2[CH2:6][CH:7]([N:8]=[N+:9]=[N-:10])[CH:11]([CH2:12][OH:13])[O:14]2)[c:15](=[O:16])[nH:17][c:18]1=[O:19].[NH:23]=[C:24]([NH2:25])[NH2:26]. Product: Cc1cn(C2CC(N=[N+]=[N-])C(CO)O2)c(=O)[nH]c1=O, N=C(N)N. Reactants: Cc1cn(C2CC(N=[N+]=[N-])C(CO)O2)c(=O)[nH]c1=O, Cl, N=C(N)N, [Na+], [OH-], O. The reactants are COC(=O)C1=C(O)c2ccc3ccccc3c2S(=O)(=O)N1C, Nc1nccs1, Cc1ccccc1C. The product is CN1C(C(=O)Nc2nccs2)=C(O)c2ccc3ccccc3c2S1(=O)=O. Reaction SMILES: [CH3:1][O:2][C:3](=[O:4])[C:5]1=[C:10]([OH:11])[c:9]2[c:8]([c:19]3[c:14]([cH:13][cH:12]2)[cH:15][cH:16][cH:17][cH:18]3)[S:7](=[O:20])(=[O:21])[N:6]1[CH3:22].[NH2:23][c:24]1[s:25][cH:26][cH:27][n:28]1.[c:29]1([CH3:30])[c:31]([CH3:32])[cH:33][cH:34][cH:35][cH:36]1>>[O:2]=[C:3]([C:5]1=[C:10]([OH:11])[c:9]2[c:8]([c:19]3[c:14]([cH:13][cH:12]2)[cH:15][cH:16][cH:17][cH:18]3)[S:7](=[O:20])(=[O:21])[N:6]1[CH3:22])[NH:23][c:24]1[s:25][cH:26][cH:27][n:28]1. The reactants are O(C1=CC=CC=C1)C1=CC=C(N)C=C1 (4-Phenoxyaniline), ClC1=C(C(=O)O)C=CC=N1 (2-Chloronicotinic acid), TEA, ClC(=O)OCC (ethyl chloroformate). The solvent is C1CCOC1 (THF). Conditions: time 5 minute. Product: ClC1=NC=CC=C1C(=O)NC1=CC=C(C=C1)OC1=CC=CC=C1 ((2-chloro(3-pyridyl))-N-(4-phenoxy-phenyl)carboxamide). Reaction SMILES: [Cl:1][C:2]1[N:10]=[CH:9][CH:8]=[CH:7][C:3]=1[C:4]([OH:6])=O.ClC(OCC)=O.[O:17]([C:24]1[CH:30]=[CH:29][C:27]([NH2:28])=[CH:26][CH:25]=1)[C:18]1[CH:23]=[CH:22][CH:21]=[CH:20][CH:19]=1>C1COCC1>[Cl:1][C:2]1[C:3]([C:4]([NH:28][C:27]2[CH:26]=[CH:25][C:24]([O:17][C:18]3[CH:23]=[CH:22][CH:21]=[CH:20][CH:19]=3)=[CH:30][CH:29]=2)=[O:6])=[CH:7][CH:8]=[CH:9][N:10]=1. Procedure: 2-Chloronicotinic acid (0.78 g, 5.0 mmol) and TEA (1.6 ml, 10.0 mmol) were added to anhydrous THF (50 ml) under a N2 atmosphere at 0° C. After stirring for 5 min, ethyl chloroformate (0.54 g, 5.0 mmol) was added dropwise and the mixture gradually came to RT over a period of 1 h. 4-Phenoxyaniline (0.83 g, 5.0 mmol) was added and the mixture was stirred for 14 h. The mixture was partitioned between H2O and EtOAc. The aqueous layer was extracted two additional times with EtOAc (50 ml). The combined... The reactants are C(C)OC=1N(C(C=C(N1)C(F)(F)F)=O)C1=C(C=C(C(=C1)O)Cl)F (2-ethoxy-1-(4-chloro-2-fluoro-5 -hydroxyphenyl) -4-trifluoromethyl-6(1H)-pyrimidinone), S(=O)(=O)(OC)OC (dimethyl sulphate), C([O-])([O-])=O.[Na+].[Na+] (sodium carbonate). Solvent: CC(=O)C (acetone). The product is C(C)OC=1N(C(C=C(N1)C(F)(F)F)=O)C1=C(C=C(C(=C1)OC)Cl)F (2-ethoxy-1-(4-chloro-2-fluoro-5 -methoxyphenyl) -4-trifluoromethyl-6(1H)-pyrimidinone). As a reaction SMILES: [CH2:1]([O:3][C:4]1[N:5]([C:15]2[CH:20]=[C:19]([OH:21])[C:18]([Cl:22])=[CH:17][C:16]=2[F:23])[C:6](=[O:14])[CH:7]=[C:8]([C:10]([F:13])([F:12])[F:11])[N:9]=1)[CH3:2].S(OC)(O[CH3:28])(=O)=O.C(=O)([O-])[O-].[Na+].[Na+]>CC(C)=O>[CH2:1]([O:3][C:4]1[N:5]([C:15]2[CH:20]=[C:19]([O:21][CH3:28])[C:18]([Cl:22])=[CH:17][C:16]=2[F:23])[C:6](=[O:14])[CH:7]=[C:8]([C:10]([F:13])([F:11])[F:12])[N:9]=1)[CH3:2] |f:2.3.4|. Procedure details: using 2-ethoxy-1-(4-chloro-2-fluoro-5 -hydroxyphenyl) -4-trifluoromethyl-6(1H)-pyrimidinone and dimethyl sulphate with sodium carbonate in acetone there is obtained 2-ethoxy-1-(4-chloro-2-fluoro-5 -methoxyphenyl) -4-trifluoromethyl-6(1H)-pyrimidinone. m.p. 117°-119° C.;